Dataset: the Open Reaction Database (ORD), a public repository of structured organic reaction records. Task: describe an organic reaction: reactants, conditions, products, and yield Reactants: intermediate 66, [Na] (sodium), CSC1=CC=C(C=C1)C(C)=O (1-[4-(methylthio)phenyl]ethanone), C(C(=O)OCC)(=O)OCC (diethyl ethanedioate). Yields the product CSC1=CC=C(C=C1)C(CC(C(=O)OCC)=O)=O (Ethyl 4-[4-(methylthio)phenyl]-2,4-dioxobutanoate). RXN SMILES: [Na].[CH3:2][S:3][C:4]1[CH:9]=[CH:8][C:7]([C:10](=[O:12])[CH3:11])=[CH:6][CH:5]=1.[C:13](OCC)(=[O:19])[C:14]([O:16][CH2:17][CH3:18])=[O:15]>>[CH3:2][S:3][C:4]1[CH:9]=[CH:8][C:7]([C:10](=[O:12])[CH2:11][C:13](=[O:19])[C:14]([O:16][CH2:17][CH3:18])=[O:15])=[CH:6][CH:5]=1 |^1:0|. Reported procedure: The title compound was prepared in the same manner as for intermediate 66 using sodium metal (0.160 g, 6.95 mmol), 1-[4-(methylthio)phenyl]ethanone (1.05 g, 6.32 mmol) and diethyl ethanedioate (0.856 mL, 6.32 mmol). The product was collected as 1.58 g (59%). LCMS E-S (M+H)=266.9. 1H NMR (400 MHz, CHLOROFORM-d) δ ppm 1.29-1.50 (m, 3H), 2.41-2.62 (m, 3H), 4.23-4.49 (m, 2H), 7.15-7.38 (m, 2H), 7.89 (dd, J=8.72, 2.15 Hz, 2H). Reaction conditions: temperature 60 celsius. The product is N(C(=N)N)C1=NC=CC2=CC=C(C=C12)S(NC1=CC=CC=C1)(=O)=O (1-guanidino-7-phenylsulphamoylisoquinoline). The reactants are Cl.NC(=N)N (Guanidine hydrochloride), [H-].[Na+] (sodium hydride), ClC1=NC=CC2=CC=C(C=C12)S(NC1=CC=CC=C1)(=O)=O (1-Chloro-7-phenylsulphamoylisoquinoline). As a reaction SMILES: Cl.[NH2:2][C:3]([NH2:5])=[NH:4].[H-].[Na+].Cl[C:9]1[C:18]2[C:13](=[CH:14][CH:15]=[C:16]([S:19](=[O:28])(=[O:27])[NH:20][C:21]3[CH:26]=[CH:25][CH:24]=[CH:23][CH:22]=3)[CH:17]=2)[CH:12]=[CH:11][N:10]=1>CS(C)=O>[NH:4]([C:9]1[C:18]2[C:13](=[CH:14][CH:15]=[C:16]([S:19](=[O:28])(=[O:27])[NH:20][C:21]3[CH:26]=[CH:25][CH:24]=[CH:23][CH:22]=3)[CH:17]=2)[CH:12]=[CH:11][N:10]=1)[C:3]([NH2:5])=[NH:2] |f:0.1,2.3|. The solvent is CS(=O)C (dimethylsulphoxide). Procedure details: Guanidine hydrochloride (100 mg, 1.05 mmol) was added in one portion to a suspension of sodium hydride (NaH) (30 mg, 80% dispersion by wt. in mineral oil, 1.0 mmol) in dimethylsulphoxide (DMSO) (3.5 mL) and the mixture was heated at 60° C. under nitrogen (N2) for 30 minutes. 1-Chloro-7-phenylsulphamoylisoquinoline (110 mg, 0.345 mmol) was added and the mixture was heated at 100° C. for 3 d. The solvents were evaporated in vacuo and the residue was purified by column chromatography (silica gel us... Yield: 13.6%. The reactants are CCO, COC1CCC(Cn2ccc(C)c([N+](=O)[O-])c2=O)CC1. Yields the product COC1CCC(Cn2ccc(C)c(N)c2=O)CC1. RXN SMILES: [CH3:21][CH2:22][OH:23].[N+:1]([O-:2])(=[O:3])[c:4]1[c:5](=[O:20])[n:6]([CH2:11][CH:12]2[CH2:13][CH2:14][CH:15]([O:18][CH3:19])[CH2:16][CH2:17]2)[cH:7][cH:8][c:9]1[CH3:10]>>[NH2:1][c:4]1[c:5](=[O:20])[n:6]([CH2:11][CH:12]2[CH2:13][CH2:14][CH:15]([O:18][CH3:19])[CH2:16][CH2:17]2)[cH:7][cH:8][c:9]1[CH3:10].